Dataset: the Open Reaction Database (ORD), a public repository of structured organic reaction records. Task: describe an organic reaction: reactants, conditions, products, and yield Starting materials: S=C(n1ccnc1)n1ccnc1, ClC(Cl)Cl, ClCCl, O, CC(c1cccc2ncccc12)C(N)CN. Yields the product CC(c1cccc2ncccc12)C1CNC(=S)N1. RXN SMILES: [C:17](=[S:18])([n:19]1[cH:20][cH:21][n:22][cH:23]1)[n:24]1[cH:25][cH:26][n:27][cH:28]1.[CH:32]([Cl:33])([Cl:34])[Cl:35].[Cl:29][CH2:30][Cl:31].[OH2:36].[n:1]1[cH:2][cH:3][cH:4][c:5]2[c:6]([CH:11]([CH:12]([CH2:13][NH2:14])[NH2:15])[CH3:16])[cH:7][cH:8][cH:9][c:10]12>>[n:1]1[cH:2][cH:3][cH:4][c:5]2[c:6]([CH:11]([CH:12]3[CH2:13][NH:14][C:17](=[S:18])[NH:15]3)[CH3:16])[cH:7][cH:8][cH:9][c:10]12. Reactants: CC(Nc1ncc(C#N)c(-c2cnc3c(C(F)F)cccn23)n1)c1ccc(O[Si](c2ccccc2)(c2ccccc2)C(C)(C)C)cc1, CCCC[N+](CCCC)(CCCC)CCCC, CCOC(C)=O, [F-], C1CCOC1. The product is CC(Nc1ncc(C#N)c(-c2cnc3c(C(F)F)cccn23)n1)c1ccc(O)cc1. Reaction SMILES: [C:1]([Si:2]([c:3]1[cH:4][cH:5][cH:36][cH:37][cH:38]1)([O:6][c:7]1[cH:8][cH:9][c:10]([CH:13]([CH3:14])[NH:15][c:16]2[n:17][cH:18][c:19]([C:34]#[N:35])[c:20](-[c:22]3[cH:23][n:24][c:25]4[n:26]3[cH:27][cH:28][cH:29][c:30]4[CH:31]([F:32])[F:33])[n:21]2)[cH:11][cH:12]1)[c:39]1[cH:40][cH:41][cH:42][cH:43][cH:44]1)([CH3:45])([CH3:46])[CH3:47].[CH3:49][CH2:50][CH2:51][CH2:52][N+:53]([CH2:54][CH2:55][CH2:56][CH3:57])([CH2:58][CH2:59][CH2:60][CH3:61])[CH2:62][CH2:63][CH2:64][CH3:65].[CH3:71][CH2:72][O:73][C:74](=[O:75])[CH3:76].[F-:48].[O:66]1[CH2:67][CH2:68][CH2:69][CH2:70]1>>[OH:6][c:7]1[cH:8][cH:9][c:10]([CH:13]([CH3:14])[NH:15][c:16]2[n:17][cH:18][c:19]([C:34]#[N:35])[c:20](-[c:22]3[cH:23][n:24][c:25]4[n:26]3[cH:27][cH:28][cH:29][c:30]4[CH:31]([F:32])[F:33])[n:21]2)[cH:11][cH:12]1. The reactants are CCOC(C)=O, c1ccc2c(c1)CCN2C1CCNCC1, [Na+], [OH-], O, O=[N+]([O-])O, O=S(=O)(O)O. Product: O=[N+]([O-])c1ccc2c(c1)N(C1CCNCC1)CC2. RXN SMILES: [CH3:22][CH2:23][O:24][C:25](=[O:26])[CH3:27].[NH:5]1[CH2:6][CH2:7][CH:8]([N:11]2[CH2:12][CH2:13][c:14]3[cH:15][cH:16][cH:17][cH:18][c:19]32)[CH2:9][CH2:10]1.[Na+:21].[OH-:20].[OH2:33].[OH:1][N+:2]([O-:3])=[O:4].[S:28](=[O:29])(=[O:30])([OH:31])[OH:32]>>[O-:1][N+:2](=[O:4])[c:17]1[cH:16][cH:15][c:14]2[c:19]([cH:18]1)[N:11]([CH:8]1[CH2:7][CH2:6][NH:5][CH2:10][CH2:9]1)[CH2:12][CH2:13]2.